The task is: describe an organic reaction: reactants, conditions, products, and yield. This data is from the Open Reaction Database (ORD), a public repository of structured organic reaction records. The reactants are C(C)(C)(C)OC(=O)N1C(O[C@@H]([C@H]1CF)C1=CC=C(C=C1)C=1C=NC(=CC1)CNCC)(C)C ((4S,5R)-5-[4-(6-Ethylaminomethyl -pyridin-3-yl)-phenyl]-4-fluoromethyl-2,2-dimethyl-oxazolidine-3-carboxylic acid tert-butyl ester), FC(C(=O)O)(F)F (trifluoroacetic acid). Solvent: C(Cl)Cl (CH2Cl2). Reaction conditions: time 2 hour. Yields the product N[C@@H]([C@@H](O)C1=CC=C(C=C1)C=1C=NC(=CC1)CNCC)CF ((1S,2S)-2-Amino-1-[4-(6-ethylaminomethyl-pyridin-3-yl)-phenyl]-3-fluoro-propan-1-ol). Yield: 117.7%. RXN SMILES: C(OC([N:8]1[C@H:12]([CH2:13][F:14])[C@@H:11]([C:15]2[CH:20]=[CH:19][C:18]([C:21]3[CH:22]=[N:23][C:24]([CH2:27][NH:28][CH2:29][CH3:30])=[CH:25][CH:26]=3)=[CH:17][CH:16]=2)[O:10]C1(C)C)=O)(C)(C)C.FC(F)(F)C(O)=O>C(Cl)Cl>[NH2:8][C@H:12]([CH2:13][F:14])[C@H:11]([C:15]1[CH:16]=[CH:17][C:18]([C:21]2[CH:22]=[N:23][C:24]([CH2:27][NH:28][CH2:29][CH3:30])=[CH:25][CH:26]=2)=[CH:19][CH:20]=1)[OH:10]. Reported procedure: To a stirred solution of (4S,5R)-5-[4-(6-Ethylaminomethyl -pyridin-3-yl)-phenyl]-4-fluoromethyl-2,2-dimethyl-oxazolidine-3-carboxylic acid tert-butyl ester (0.05 g, 0.112 mmol) in CH2Cl2 (0.2 mL) is added trifluoroacetic acid (0.2 mL) at 0° C. Reaction mixture allowed to warm to room temperature and stirred for 2 hours. The volatiles were removed under reduced pressure to obtain crude material purified by column chromatography eluting in 10% methanol in CH2Cl2 to afford crude title compound (0.0...